This data is from the Open Reaction Database (ORD), a public repository of structured organic reaction records. The task is: describe an organic reaction: reactants, conditions, products, and yield The reactants are BrC=1C=C(C=C(C1)F)[C@@H](C[N+](=O)[O-])N[S@@](=O)C(C)(C)C ((S)—N—((S)-1-(3-bromo-5-fluorophenyl)-2-nitroethyl)-2-methylpropane-2-sulfinamide), [H][H] (hydrogen). Reagents/catalysts: O=[Pt]=O (PtO2). Run in CO (MeOH). Run at time 8 hour. Product: NC[C@H](C1=CC(=CC(=C1)F)Br)N[S@@](=O)C(C)(C)C ((S)—N—((S)-2-amino-1-(3-bromo-5-fluorophenyl)ethyl)-2-methylpropane-2-sulfinamide). As a reaction SMILES: [Br:1][C:2]1[CH:3]=[C:4]([C@H:9]([NH:14][S@:15]([C:17]([CH3:20])([CH3:19])[CH3:18])=[O:16])[CH2:10][N+:11]([O-])=O)[CH:5]=[C:6]([F:8])[CH:7]=1.[H][H]>CO.O=[Pt]=O>[NH2:11][CH2:10][C@@H:9]([NH:14][S@:15]([C:17]([CH3:20])([CH3:19])[CH3:18])=[O:16])[C:4]1[CH:5]=[C:6]([F:8])[CH:7]=[C:2]([Br:1])[CH:3]=1. Reported procedure: (S)—N—((S)-1-(3-bromo-5-fluorophenyl)-2-nitroethyl)-2-methylpropane-2-sulfinamide (2.2 g, 5.99 mmol) was dissolved in MeOH (19.97 mL), flushed with N2 for 10 min, and then PtO2 (0.408 g, 1.797 mmol) was added. The reaction mixture was charged with hydrogen balloon and stirred at room temperature overnight. The reaction mixture was filtered through celite and washed by methanol and EtOAc. The filtrate was dried over Na2SO4, filtered and concentrated. The crude material was used in next step react... Reactants: BrC1=CC=C(C=C1)C=CC1=CC=CC=C1 (4-bromostilbene), BrC1=CC=C(C=C1)\C=C/C1=CC=CC=C1 ((Z)-4-bromostilbene). The product is BrC1=CC=C(C=C1)\C=C\C1=CC=CC=C1 ((E)-4-bromostilbene). Reaction SMILES: [Br:1][C:2]1[CH:7]=[CH:6][C:5]([CH:8]=[CH:9][C:10]2[CH:15]=[CH:14][CH:13]=[CH:12][CH:11]=2)=[CH:4][CH:3]=1.BrC1C=CC(/C=C\C2C=CC=CC=2)=CC=1>>[Br:1][C:2]1[CH:3]=[CH:4][C:5](/[CH:8]=[CH:9]/[C:10]2[CH:11]=[CH:12][CH:13]=[CH:14][CH:15]=2)=[CH:6][CH:7]=1. Procedure: First, a synthesis method of 4-bromostilbene is described. 25.3 g (49.5 mmol) of (4-bromobenzyl)triphenylphosphoniumbromide and 5.25 g (49.5 mmol) of benzaldehyde were put into a 500 mL three-necked flask and the air in the flask was replaced with nitrogen. 250 mL of tetrahydrofuran (THF) was added to the mixture. Then, a suspension in which 6.10 g (54.4 mmol) of potassium tert-butoxide was dissolved in 60 mL of THF was dropped to this mixture. After the dropping, the reaction mixture was stirre...